Dataset: the Open Reaction Database (ORD), a public repository of structured organic reaction records. Task: describe an organic reaction: reactants, conditions, products, and yield The yield is 92.9%. Reagents/catalysts: C1(=CC=CC=C1)P(CCCCP(C1=CC=CC=C1)C1=CC=CC=C1)C1=CC=CC=C1 (1,4-bis(diphenylphosphino)butane). Product: C[C@@H]1N(C[C@H](NC1)C)[C@@H](C1=CC(=CC=C1)OS(=O)(=O)C(F)(F)F)C1=CC=C(C(=O)N(CC)CC)C=C1 (4-((alpha-R)-alpha-((2S,5R)-2,5-dimethyl-1-piperazinyl)-3-trifluoromethylsulfonyloxybenzyl)-N,N-diethylbenzamide). Run in O1CCCC1 (tetrahydrofuran), O1CCCC1 (tetrahydrofuran). Reactants: C(C=C)N1C[C@@H](N(C[C@H]1C)[C@@H](C1=CC(=CC=C1)OS(=O)(=O)C(F)(F)F)C1=CC=C(C(=O)N(CC)CC)C=C1)C (4-((alpha-R)-alpha-((2S,5R)-4-allyl-2,5-dimethyl-1-piperazinyl)-3-trifluoromethylsulfonyloxybenzyl)-N,N-diethylbenzamide), C(C=1C(S)=CC=CC1)(=O)O (thiosalicylic acid), bis(dibenzylidineacetone)palladium. Procedure: A solution of 4-((alpha-R)-alpha-((2S,5R)-4-allyl-2,5-dimethyl-1-piperazinyl)-3-trifluoromethylsulfonyloxybenzyl)-N,N-diethylbenzamide (0.72 g, 1.286 mmol) and thiosalicylic acid (234.7 mg, 1.522 mmol) in anhydrous tetrahydrofuran (4 mL) was stirred under nitrogen for 3 h at room temperature with a catalyst solution prepared by dissolution of bis(dibenzylidineacetone)palladium (36.46 mg, 0.0634 mmol) and 1,4-bis(diphenylphosphino)butane (27.04 mg, 0.0634 mmol) in tetrahydrofuran (0.5 mL). The re... RXN SMILES: C([N:4]1[C@H:9]([CH3:10])[CH2:8][N:7]([C@H:11]([C:26]2[CH:38]=[CH:37][C:29]([C:30]([N:32]([CH2:35][CH3:36])[CH2:33][CH3:34])=[O:31])=[CH:28][CH:27]=2)[C:12]2[CH:17]=[CH:16][CH:15]=[C:14]([O:18][S:19]([C:22]([F:25])([F:24])[F:23])(=[O:21])=[O:20])[CH:13]=2)[C@@H:6]([CH3:39])[CH2:5]1)C=C.C(O)(=O)C1C(=CC=CC=1)S>O1CCCC1.C1(P(C2C=CC=CC=2)CCCCP(C2C=CC=CC=2)C2C=CC=CC=2)C=CC=CC=1>[CH3:39][C@H:6]1[CH2:5][NH:4][C@H:9]([CH3:10])[CH2:8][N:7]1[C@H:11]([C:26]1[CH:27]=[CH:28][C:29]([C:30]([N:32]([CH2:35][CH3:36])[CH2:33][CH3:34])=[O:31])=[CH:37][CH:38]=1)[C:12]1[CH:17]=[CH:16][CH:15]=[C:14]([O:18][S:19]([C:22]([F:23])([F:24])[F:25])(=[O:20])=[O:21])[CH:13]=1. Reactants: ICc1ccccc1, C1CCOC1, CC(C)C1COC(=O)C1, C[Si](C)(C)[N-][Si](C)(C)C, [Li+]. Product: CC(C)C1COC(=O)C1Cc1ccccc1. RXN SMILES: [CH2:20]([c:21]1[cH:22][cH:23][cH:24][cH:25][cH:26]1)[I:27].[CH2:28]1[O:29][CH2:30][CH2:31][CH2:32]1.[CH3:11][CH:12]([CH3:13])[CH:14]1[CH2:15][C:16](=[O:17])[O:18][CH2:19]1.[CH3:1][Si:2]([N-:3][Si:4]([CH3:5])([CH3:6])[CH3:7])([CH3:8])[CH3:9].[Li+:10]>>[CH3:11][CH:12]([CH3:13])[CH:14]1[CH:15]([CH2:20][c:21]2[cH:22][cH:23][cH:24][cH:25][cH:26]2)[C:16](=[O:17])[O:18][CH2:19]1. Reactants: ClC1=C(C=2C3=C(NC2C=C1)CCN(CC3)C(=O)OC(C)(C)C)Cl (tert-butyl 9,10-dichloro-1,4,5,6-tetrahydroazepino[4,5-b]indole-3(2H)-carboxylate), [H-].[Na+] (sodium hydride), BrCCOC1=CC=CC=C1 (β-bromophenetole). Solvent: CN(C)C=O (DMF). Run at time 25 minute. The product is ClC1=C(C=2C3=C(N(C2C=C1)CCOC1=CC=CC=C1)CCN(CC3)C(=O)OC(C)(C)C)Cl (tert-Butyl 9,10-dichloro-6-(2-phenoxyethyl)-1,4,5,6-tetrahydroazepino[4,5-b]indole-3(2H)-carboxylate). Isolated yield 13.1%. RXN SMILES: [Cl:1][C:2]1[CH:10]=[CH:9][C:8]2[NH:7][C:6]3[CH2:11][CH2:12][N:13]([C:16]([O:18][C:19]([CH3:22])([CH3:21])[CH3:20])=[O:17])[CH2:14][CH2:15][C:5]=3[C:4]=2[C:3]=1[Cl:23].[H-].[Na+].Br[CH2:27][CH2:28][O:29][C:30]1[CH:35]=[CH:34][CH:33]=[CH:32][CH:31]=1>CN(C=O)C>[Cl:1][C:2]1[CH:10]=[CH:9][C:8]2[N:7]([CH2:27][CH2:28][O:29][C:30]3[CH:35]=[CH:34][CH:33]=[CH:32][CH:31]=3)[C:6]3[CH2:11][CH2:12][N:13]([C:16]([O:18][C:19]([CH3:20])([CH3:22])[CH3:21])=[O:17])[CH2:14][CH2:15][C:5]=3[C:4]=2[C:3]=1[Cl:23] |f:1.2|. Procedure: To a solution of tert-butyl 9,10-dichloro-1,4,5,6-tetrahydroazepino[4,5-b]indole-3(2H)-carboxylate (0.20 g, 0.56 mmol) in DMF (4 mL), sodium hydride (60% dispersion in mineral oil, 34 mg, 0.84 mmol) was added. After 25 min, β-bromophenetole (0.15 mL, 1.1 mmol) was added. The reaction was quenched with saturated aqueous NH4Cl after 2 h and extracted with EtOAc (3×15 mL). The combined organic extracts were washed with brine, dried over Na2SO4, decanted, and concentrated. The crude product was puri... Reactants: C(C)(C)(C)OC(NC1=C(C=C(C=C1)C1=CSC=C1)[N+](=O)[O-])=O ((2-Nitro-4-thiophen-3-yl-phenyl)-carbamic acid tert.-butyl ester). The reagents and catalysts are [Ni] (Ni). The product is C(C)(C)(C)OC(NC1=C(C=C(C=C1)C1=CSC=C1)N)=O ((2-Amino-4-thiophen-3-yl-phenyl)-carbamic acid tert.-butyl ester). As a reaction SMILES: [C:1]([O:5][C:6](=[O:22])[NH:7][C:8]1[CH:13]=[CH:12][C:11]([C:14]2[CH:18]=[CH:17][S:16][CH:15]=2)=[CH:10][C:9]=1[N+:19]([O-])=O)([CH3:4])([CH3:3])[CH3:2]>[Ni]>[C:1]([O:5][C:6](=[O:22])[NH:7][C:8]1[CH:13]=[CH:12][C:11]([C:14]2[CH:18]=[CH:17][S:16][CH:15]=2)=[CH:10][C:9]=1[NH2:19])([CH3:4])([CH3:2])[CH3:3]. Procedure details: Prepared from (2-nitro-4-thiophen-3-yl-phenyl)-carbamic acid tert.-butyl ester (Example B2) by catalytic hydrogenation with Raney-Ni according to the general procedure G (method a). Obtained as a white solid (278 mg).